From a dataset of the Open Reaction Database (ORD), a public repository of structured organic reaction records. describe an organic reaction: reactants, conditions, products, and yield Starting materials: N1=C(C=CC2=CC=CC=C12)C=O (quinoline-2-carboxaldehyde), [BH4-].[Na+] (sodium borohydride), Cl (HCl). Solvent: C(C)O (ethanol). Run at time 15 minute. The product is OCC1=NC2=CC=CC=C2C=C1 (2-(Hydroxymethyl)quinoline). Yield: 87.2%. RXN SMILES: [N:1]1[C:10]2[C:5](=[CH:6][CH:7]=[CH:8][CH:9]=2)[CH:4]=[CH:3][C:2]=1[CH:11]=[O:12].[BH4-].[Na+].Cl>C(O)C>[OH:12][CH2:11][C:2]1[CH:3]=[CH:4][C:5]2[C:10](=[CH:9][CH:8]=[CH:7][CH:6]=2)[N:1]=1 |f:1.2|. Reported procedure: A solution of 3.0 g of quinoline-2-carboxaldehyde in 100 ml of ethanol was treated with 750 mg of sodium borohydride and stirred at ambient temperature for 15 min. The resulting solution was neutralized with 1N HCl, concentrated in vacuo, and extracted three times with ethyl acetate. The combined organic layers were dried over Na2SO4 and concentrated to provide 2.65 g (88%) of the crude desired compound. Starting materials: C(C)(=O)O[BH-](OC(C)=O)OC(C)=O.[Na+] (Sodium triacetoxyborohydride), C1CCN[C@H]2CCC3=C([C@H]12)C=CC=C3 (trans-1,2,3,4,4a,5,6,10b-octahydrobenzo[f]quinoline), C1(=CC=CC=C1)C1=CC=C(C(=O)NCCCC=O)C=C1 (4-(4-phenylbenzoylamino)butyraldehyde), ClCCl (dichloromethane). Reagents/catalysts: C(C)(=O)O (acetic acid). The solvent is ClCCCl (1,2-dichloroethane). Run at time 16 hour. Product: C1(=CC=CC=C1)C1=CC=C(C(=O)NCCCCN2CCC[C@H]3C4=C(CC[C@H]23)C=CC=C4)C=C1 (trans-4-(4-(4-Phenylbenzoylamino)butyl)-1,2,3,4,4a,5,6,10b-octahydrobenzo[f]quinoline). Yield: 45.6%. RXN SMILES: C(O[BH-](OC(=O)C)OC(=O)C)(=O)C.[Na+].[CH2:15]1[C@@H:24]2[C@H:19]([CH2:20][CH2:21][C:22]3[CH:28]=[CH:27][CH:26]=[CH:25][C:23]=32)[NH:18][CH2:17][CH2:16]1.[C:29]1([C:35]2[CH:48]=[CH:47][C:38]([C:39]([NH:41][CH2:42][CH2:43][CH2:44][CH:45]=O)=[O:40])=[CH:37][CH:36]=2)[CH:34]=[CH:33][CH:32]=[CH:31][CH:30]=1.ClCCl>C(O)(=O)C.ClCCCl>[C:29]1([C:35]2[CH:36]=[CH:37][C:38]([C:39]([NH:41][CH2:42][CH2:43][CH2:44][CH2:45][N:18]3[C@@H:19]4[C@H:24]([C:23]5[CH:25]=[CH:26][CH:27]=[CH:28][C:22]=5[CH2:21][CH2:20]4)[CH2:15][CH2:16][CH2:17]3)=[O:40])=[CH:47][CH:48]=2)[CH:30]=[CH:31][CH:32]=[CH:33][CH:34]=1 |f:0.1|. Procedure: Sodium triacetoxyborohydride (340 mg, 1.6 mmol) was added to a stirred mixture of trans-1,2,3,4,4a,5,6,10b-octahydrobenzo[f]quinoline (D8a, 200 mg, 1 mmol), 4-(4-phenylbenzoylamino)butyraldehyde (286 mg, 01.1 mmol) and acetic acid (1 drop) in 1,2-dichloroethane (10 ml) at room temperature. After stirring for 16 h, dichloromethane (20 ml) was added and the mixture was then washed with saturated aqueous K2CO3 (2×25 ml) and brine (25 ml). Drying (Na2SO4) and evaporation in vacuo afforded an oil whi... Procedure: 1.2 g of N-acetyl-S-(2-aminophenyl)cysteine was dissolved in 20 ml of xylene and the resulting solution was heated under reflux for 2 hours. After cooling, the precipitated crystals were separated and washed with methanol to obtain 0.8 g of the desired compound, or 3-acetylamino-2,3-dihydro-1,5-benzothiazepin-4(5H)-one. Its melting point was 283°-286° C. Yields the product C(C)(=O)NC1CSC2=C(NC1=O)C=CC=C2 (3-acetylamino-2,3-dihydro-1,5-benzothiazepin-4(5H)-one). Reactants: C(C)(=O)N[C@@H](CSC1=C(C=CC=C1)N)C(=O)O (N-acetyl-S-(2-aminophenyl)cysteine). Reaction SMILES: [C:1]([NH:4][C@H:5]([C:15]([OH:17])=O)[CH2:6][S:7][C:8]1[CH:13]=[CH:12][CH:11]=[CH:10][C:9]=1[NH2:14])(=[O:3])[CH3:2]>C1(C)C(C)=CC=CC=1>[C:1]([NH:4][CH:5]1[C:15](=[O:17])[NH:14][C:9]2[CH:10]=[CH:11][CH:12]=[CH:13][C:8]=2[S:7][CH2:6]1)(=[O:3])[CH3:2]. The solvent is C=1(C(=CC=CC1)C)C (xylene). Isolated yield 71.7%.